From a dataset of the Open Reaction Database (ORD), a public repository of structured organic reaction records. describe an organic reaction: reactants, conditions, products, and yield Procedure: Prepare this compound following the procedure to make 1-(2-{4-[2-(3-fluoro-phenyl)-6-methoxy-naphthalen-1-yloxy]-phenoxy}-ethyl)-piperidine above, using 2-(hexamethyleneimino)-ethyl chloride hydrochloride to get a 100% yield of the free base of the title compound after radial chromatography. Form the hydrochloride salt by adding 0.8 mL of a 1 M HCl in Et2O solution: mass spectrum (ion spray) m/z=4.86 (M−Cl). Product: free base, Cl.FC=1C=C(C=CC1)C1=C(C2=CC=C(C=C2C=C1)OC)OC1=CC=C(OCCN2CCCCCC2)C=C1 (1-(2-{4-[2-(3-Fluoro-phenyl)-6-methoxy-naphthalen-1-yloxy]phenoxy}-ethyl)-azepane hydrochloride). The yield is 100.0%. Starting materials: FC=1C=C(C=CC1)C1=C(C2=CC=C(C=C2C=C1)OC)OC1=CC=C(OCCN2CCCCC2)C=C1 (1-(2-{4-[2-(3-fluoro-phenyl)-6-methoxy-naphthalen-1-yloxy]-phenoxy}-ethyl)-piperidine), Cl.N(CCCCCCCl)=CCCl (2-(hexamethyleneimino)-ethyl chloride hydrochloride). RXN SMILES: [F:1][C:2]1[CH:3]=[C:4]([C:8]2[CH:17]=[CH:16][C:15]3[C:10](=[CH:11][CH:12]=[C:13]([O:18][CH3:19])[CH:14]=3)[C:9]=2[O:20][C:21]2[CH:35]=[CH:34][C:24]([O:25][CH2:26][CH2:27][N:28]3[CH2:33][CH2:32][CH2:31][CH2:30][CH2:29]3)=[CH:23][CH:22]=2)[CH:5]=[CH:6][CH:7]=1.Cl.N(=CCCl)[CH2:38]CCCCC[Cl:44]>>[ClH:44].[F:1][C:2]1[CH:3]=[C:4]([C:8]2[CH:17]=[CH:16][C:15]3[C:10](=[CH:11][CH:12]=[C:13]([O:18][CH3:19])[CH:14]=3)[C:9]=2[O:20][C:21]2[CH:22]=[CH:23][C:24]([O:25][CH2:26][CH2:27][N:28]3[CH2:29][CH2:30][CH2:38][CH2:31][CH2:32][CH2:33]3)=[CH:34][CH:35]=2)[CH:5]=[CH:6][CH:7]=1 |f:1.2,3.4|. Procedure details: 55.0 g (0.275 mole) of 20% aqueous sodium hydroxide solution was added dropwise to a mixture of 90.0 g (0.5 mole) of tricyclo[5.2.1.02,6 ]decane-2-carboxylic acid (mixture of endo and exo compounds) and 84.8 g (0.55 mole) of diethyl sulfate over one hour under stirring at 50 C.°. After completion of the addition, the stirring was continued at that temperature for 30 minutes. After completion of the stirring, the mixture was allowed to stand at room temperature for a while to form layers. The low... Conditions: time 30 minute. The reactants are [OH-].[Na+] (sodium hydroxide), C12C3(CCCC3C(CC1)C2)C(=O)O (tricyclo[5.2.1.02,6 ]decane-2-carboxylic acid), S(=O)(=O)(OCC)OCC (diethyl sulfate), [OH-].[Na+] (sodium hydroxide), [OH-].[Na+] (sodium hydroxide), S(=O)(=O)(OCC)OCC (diethyl sulfate). Reaction SMILES: [OH-].[Na+].[CH:3]12[CH2:12][CH:9]([CH2:10][CH2:11]1)[CH:8]1[C:4]2([C:13]([OH:15])=[O:14])[CH2:5][CH2:6][CH2:7]1.S(OCC)(O[CH2:20][CH3:21])(=O)=O>>[CH:3]12[CH2:12][CH:9]([CH2:10][CH2:11]1)[CH:8]1[C:4]2([C:13]([O:15][CH2:20][CH3:21])=[O:14])[CH2:5][CH2:6][CH2:7]1 |f:0.1|. Product: C12C3(CCCC3C(CC1)C2)C(=O)OCC (ethyl tricyclo[5.2.1.02,6 ]decane-2-carboxylate). The yield is 89.9%. The reactants are [CH2]C, Fc1ccccc1N=C=S, NCc1ccncc1, C1CCOC1. As a reaction SMILES: [CH2:19][CH3:20].[F:9][c:10]1[c:11]([N:16]=[C:17]=[S:18])[cH:12][cH:13][cH:14][cH:15]1.[NH2:1][CH2:2][c:3]1[cH:4][cH:5][n:6][cH:7][cH:8]1.[O:21]1[CH2:22][CH2:23][CH2:24][CH2:25]1>>[NH:1]([CH2:2][c:3]1[cH:4][cH:5][n:6][cH:7][cH:8]1)[C:17]([NH:16][c:11]1[c:10]([F:9])[cH:15][cH:14][cH:13][cH:12]1)=[S:18]. The product is Fc1ccccc1NC(=S)NCc1ccncc1. The reactants are O=c1c2cc(Br)ccc2oc2ncccc12, O=C([O-])[O-], CC(C)(C)OC(=O)N1CC2CNCC2C1, Cc1ccccc1, [Cs+], [Cs+], O=C(C=Cc1ccccc1)C=Cc1ccccc1, O=C(C=Cc1ccccc1)C=Cc1ccccc1, O=C(C=Cc1ccccc1)C=Cc1ccccc1, [Pd], [Pd]. Product: CC(C)(C)OC(=O)N1CC2CN(c3ccc4oc5ncccc5c(=O)c4c3)CC2C1. Reaction SMILES: [Br:22][c:23]1[cH:24][c:25]2[c:26](=[O:37])[c:27]3[cH:28][cH:29][cH:30][n:31][c:32]3[o:33][c:34]2[cH:35][cH:36]1.[C:16](=[O:17])([O-:18])[O-:19].[C:1](=[O:2])([O:3][C:4]([CH3:5])([CH3:6])[CH3:7])[N:8]1[CH2:9][CH:10]2[CH2:11][NH:12][CH2:13][CH:14]2[CH2:15]1.[CH3:94][c:95]1[cH:96][cH:97][cH:98][cH:99][cH:100]1.[Cs+:20].[Cs+:21].[O:40]=[C:41]([CH:42]=[CH:43][c:44]1[cH:45][cH:46][cH:47][cH:48][cH:49]1)[CH:50]=[CH:51][c:52]1[cH:53][cH:54][cH:55][cH:56][cH:57]1.[O:58]=[C:59]([CH:60]=[CH:61][c:62]1[cH:63][cH:64][cH:65][cH:66][cH:67]1)[CH:68]=[CH:69][c:70]1[cH:71][cH:72][cH:73][cH:74][cH:75]1.[O:76]=[C:77]([CH:78]=[CH:79][c:80]1[cH:81][cH:82][cH:83][cH:84][cH:85]1)[CH:86]=[CH:87][c:88]1[cH:89][cH:90][cH:91][cH:92][cH:93]1.[Pd:38].[Pd:39]>>[C:1](=[O:2])([O:3][C:4]([CH3:5])([CH3:6])[CH3:7])[N:8]1[CH2:9][CH:10]2[CH2:11][N:12]([c:23]3[cH:24][c:25]4[c:26](=[O:37])[c:27]5[cH:28][cH:29][cH:30][n:31][c:32]5[o:33][c:34]4[cH:35][cH:36]3)[CH2:13][CH:14]2[CH2:15]1. The reactants are C(#N)CC(=O)OC (methyl cyanoacetate), C(C)N(C(C)C)C(C)C (N-ethyl-N-isopropylpropan-2-amine), COC(N(C)C)OC (1,1-Dimethoxy-N,N-dimethylmethanamine), O=C(CC(=O)OC)CC (methyl 3-oxopentanoate). Run in C(C)(=O)O (acetic acid), CO (methanol), O (Water). Reaction conditions: temperature 50 celsius, time 3 hour. Yields the product C(C)C1=NC(=C(C=C1C(=O)OC)C(=O)OC)O (Dimethyl 2-ethyl-6-hydroxypyridine-3,5-dicarboxylate). The yield is 47.8%. As a reaction SMILES: CO[CH:3]([O:7]C)[N:4]([CH3:6])C.O=C(CC)[CH2:11][C:12]([O:14][CH3:15])=[O:13].[C:18]([CH2:20][C:21]([O:23][CH3:24])=[O:22])#N.[CH2:25](N(C(C)C)C(C)C)[CH3:26]>CO.O.C(O)(=O)C>[CH2:25]([C:6]1[C:11]([C:12]([O:14][CH3:15])=[O:13])=[CH:18][C:20]([C:21]([O:23][CH3:24])=[O:22])=[C:3]([OH:7])[N:4]=1)[CH3:26]. Procedure details: 1,1-Dimethoxy-N,N-dimethylmethanamine (24.4 g) was added to a solution of methyl 3-oxopentanoate (25.4 g) in methanol (50 mL) at room temperature. The mixture was stirred at 50° C. under nitrogen atmosphere for 3 hours. After cooling to room temperature, methyl cyanoacetate (21.3 g) and N-ethyl-N-isopropylpropan-2-amine (25.2 g) were added to the reaction mixture. The mixture was stirred at 50° C. under nitrogen atmosphere for 16 hours. After cooling to room temperature, acetic acid (14.1 g) was... Reactants: O=C([O-])O, CC(C)(C)OC(=O)CCBr, CNCc1cccc(C#N)c1, CC#N, [Na+]. Product: CN(CCC(=O)OC(C)(C)C)Cc1cccc(C#N)c1. RXN SMILES: [C:12](=[O:13])([OH:14])[O-:15].[C:17]([CH3:18])([CH3:19])([CH3:20])[O:21][C:22]([CH2:23][CH2:24][Br:25])=[O:26].[CH3:1][NH:2][CH2:3][c:4]1[cH:5][c:6]([C:7]#[N:8])[cH:9][cH:10][cH:11]1.[CH3:27][C:28]#[N:29].[Na+:16]>>[CH3:1][N:2]([CH2:3][c:4]1[cH:5][c:6]([C:7]#[N:8])[cH:9][cH:10][cH:11]1)[CH2:24][CH2:23][C:22]([O:21][C:17]([CH3:18])([CH3:19])[CH3:20])=[O:26]. The reactants are COCCOC(=O)NC1=C(CNC=2C=3N(C=CC2)C(=C(N3)C)C=O)C(=CC=C1)C (8-{2-[(2-methoxyethoxy)carbonylamino]-6-methylbenzylamino}-2-methylimidazo[1,2-a]-pyridine-3-carboxaldehyde), [BH4-].[Na+] (sodium borohydride). Solvent: CO (methanol). The product is COCCOC(=O)NC1=C(CNC=2C=3N(C=CC2)C(=C(N3)C)CO)C(=CC=C1)C (8-{2-[(2-Methoxyethoxy)carbonylamino]-6-methylbenzylamino}-2-methylimidazo[1,2-a]pyridine-3-methanol). The yield is 81.0%. Reaction SMILES: [CH3:1][O:2][CH2:3][CH2:4][O:5][C:6]([NH:8][C:9]1[CH:28]=[CH:27][CH:26]=[C:25]([CH3:29])[C:10]=1[CH2:11][NH:12][C:13]1[C:14]2[N:15]([C:19]([CH:23]=[O:24])=[C:20]([CH3:22])[N:21]=2)[CH:16]=[CH:17][CH:18]=1)=[O:7].[BH4-].[Na+]>CO>[CH3:1][O:2][CH2:3][CH2:4][O:5][C:6]([NH:8][C:9]1[CH:28]=[CH:27][CH:26]=[C:25]([CH3:29])[C:10]=1[CH2:11][NH:12][C:13]1[C:14]2[N:15]([C:19]([CH2:23][OH:24])=[C:20]([CH3:22])[N:21]=2)[CH:16]=[CH:17][CH:18]=1)=[O:7] |f:1.2|. Procedure details: 2.8 g (7.06 mmol) of 8-{2-[(2-methoxyethoxy)carbonylamino]-6-methylbenzylamino}-2-methylimidazo[1,2-a]-pyridine-3-carboxaldehyde are reduced with sodium borohydride analogously to Example 2, methanol is distilled off in vacuo, and the residue is treated with water and ethyl acetate and adjusted to pH 9 using potassium hydrogen phosphate solution. The mixture is extracted several times with ethyl acetate, dried and concentrated in vacuo, and the residue is recrystallized from toluene/diisopropyl ... The reactants are [Si](C)(C)(C(C)(C)C)OCCCN1C(N(C2=C(C1=O)C(=C(N=C2)C2=CC(=CC=C2)OC(F)(F)F)C(C2=CC=CC=C2)O)C)=O (3-(3-(tert-butyldimethylsilyloxy)propyl)-5-(hydroxy(phenyl)methyl)-1-methyl-6-(3-(trifluoromethoxy)phenyl)pyrido[3,4-d]pyrimidine-2,4(1H,3H)-dione), C(=O)O (HCOOH). The reagents and catalysts are [Zn] (Zn). Run in CC(OCC)=O (EA), O (water). Reaction conditions: temperature 40 celsius. The product is C(=O)OCCCN1C(N(C2=C(C1=O)C(=C(N=C2)C2=CC(=CC=C2)OC(F)(F)F)CC2=CC=CC=C2)C)=O (3-(5-benzyl-1-methyl-2,4-dioxo-6-(3-(trifluoromethoxy)phenyl)-1,2-dihydropyrido[3,4-d]pyrimidin-3(4H)-yl)propyl formate). Yield: 80.0%. RXN SMILES: [Si]([O:8][CH2:9][CH2:10][CH2:11][N:12]1[C:17](=[O:18])[C:16]2[C:19]([CH:34](O)[C:35]3[CH:40]=[CH:39][CH:38]=[CH:37][CH:36]=3)=[C:20]([C:23]3[CH:28]=[CH:27][CH:26]=[C:25]([O:29][C:30]([F:33])([F:32])[F:31])[CH:24]=3)[N:21]=[CH:22][C:15]=2[N:14]([CH3:42])[C:13]1=[O:43])(C(C)(C)C)(C)C.[CH:44](O)=[O:45]>CC(=O)OCC.O.[Zn]>[CH:44]([O:8][CH2:9][CH2:10][CH2:11][N:12]1[C:17](=[O:18])[C:16]2[C:19]([CH2:34][C:35]3[CH:36]=[CH:37][CH:38]=[CH:39][CH:40]=3)=[C:20]([C:23]3[CH:28]=[CH:27][CH:26]=[C:25]([O:29][C:30]([F:31])([F:33])[F:32])[CH:24]=3)[N:21]=[CH:22][C:15]=2[N:14]([CH3:42])[C:13]1=[O:43])=[O:45]. Procedure details: To a solution of 3-(3-(tert-butyldimethylsilyloxy)propyl)-5-(hydroxy(phenyl)methyl)-1-methyl-6-(3-(trifluoromethoxy)phenyl)pyrido[3,4-d]pyrimidine-2,4(1H,3H)-dione (100 mg, 0.162 mmol) in HCOOH (2 mL) was added Zn dust (105 mg, 1.62 mmol). The reaction was heated at 40° C. for 6 h, cooled to RT then diluted with EA (5 mL) and water (1 mL). The organic layer was washed with brine (1 mL), dried over Na2SO4, and concentrated to a residue which was purified by Prep TLC eluted with PE/EA (2:1) to giv... Starting materials: c1ccc(CC2CNCCN2)cc1, CO, CC(C)(C)O, ClCCl, O. The product is CC(C)(C)OC(=O)N1CCNC(Cc2ccccc2)C1. RXN SMILES: [CH2:1]([c:2]1[cH:3][cH:4][cH:5][cH:6][cH:7]1)[CH:8]1[NH:9][CH2:10][CH2:11][NH:12][CH2:13]1.[CH3:17][OH:18].[CH3:19][C:20]([CH3:21])([CH3:22])[OH:23].[Cl:14][CH2:15][Cl:16].[OH2:24]>>[CH2:1]([c:2]1[cH:3][cH:4][cH:5][cH:6][cH:7]1)[CH:8]1[NH:9][CH2:10][CH2:11][N:12]([C:17](=[O:18])[O:23][C:20]([CH3:19])([CH3:21])[CH3:22])[CH2:13]1. Starting materials: C(C)(C)(C)OC(=O)N[C@H](C(=O)N[C@H](C(=O)O)CC1=CC(=C(C=C1)OCC(=O)OC)C(=O)OC)CC1=CC=CC=C1 ((2S)-2-({(2S)-2-[(tert-butoxycarbonyl)amino]-3-phenylpropanoyl}amino)-3-[3-(methoxycarbonyl)-4-(2-methoxy-2-oxoethoxy)phenyl]propanoic acid), C(C)(C)NCCCN (N-isopropyl-1,3-propanediamine). Product: C(C)(C)(C)OC(=O)N[C@H](C(=O)N[C@@H](CC=1C=CC(=C(C(=O)O)C1)OCC(=O)O)C(=O)NCCCNC(C)C)CC1=CC=CC=C1 (5-((2S)-2-({(2S)-2-[(tert-Butoxycarbonyl)amino]-3-phenylpropanoyl}amino)-3-{[3-(isopropylamino)propyl]amino}-3-oxopropyl)-2-(carboxymethoxy)benzoic Acid). Reaction SMILES: [C:1]([O:5][C:6]([NH:8][C@@H:9]([CH2:34][C:35]1[CH:40]=[CH:39][CH:38]=[CH:37][CH:36]=1)[C:10]([NH:12][C@@H:13]([CH2:17][C:18]1[CH:23]=[CH:22][C:21]([O:24][CH2:25][C:26]([O:28]C)=[O:27])=[C:20]([C:30]([O:32]C)=[O:31])[CH:19]=1)[C:14](O)=[O:15])=[O:11])=[O:7])([CH3:4])([CH3:3])[CH3:2].[CH:41]([NH:44][CH2:45][CH2:46][CH2:47][NH2:48])([CH3:43])[CH3:42]>>[C:1]([O:5][C:6]([NH:8][C@@H:9]([CH2:34][C:35]1[CH:40]=[CH:39][CH:38]=[CH:37][CH:36]=1)[C:10]([NH:12][C@H:13]([C:14]([NH:48][CH2:47][CH2:46][CH2:45][NH:44][CH:41]([CH3:43])[CH3:42])=[O:15])[CH2:17][C:18]1[CH:23]=[CH:22][C:21]([O:24][CH2:25][C:26]([OH:28])=[O:27])=[C:20]([CH:19]=1)[C:30]([OH:32])=[O:31])=[O:11])=[O:7])([CH3:4])([CH3:2])[CH3:3]. Procedure: Synthesis was performed from (2S)-2-({(2S)-2-[(tert-butoxycarbonyl)amino]-3-phenylpropanoyl}amino)-3-[3-(methoxycarbonyl)-4-(2-methoxy-2-oxoethoxy)phenyl]propanoic acid and N-isopropyl-1,3-propanediamine (34 mg) according to Method B to give the title compound (26 mg). 1H-NMR (400 MHz, CD3OD) d 7.46 (d, J=2.2 Hz, 1H), 7.36 (dd, J=2.2 Hz, J=6.2 Hz, 1H), 7.29-7.20 (m, 5H), 7.08 (d, J=8.4 Hz, 1H), 4.68 (s, 2H), 4.44 (dd, J=5.7 Hz, J=9.9 Hz, 1H), 4.30 (dd, J=5.5 Hz, J=9.2 Hz, 1H), 3.27 (m, 2H), 3.06...